From a dataset of the Open Reaction Database (ORD), a public repository of structured organic reaction records. describe an organic reaction: reactants, conditions, products, and yield Starting materials: CC(NS(C)(=O)=O)c1ccc(Br)cc1, C=O, CC[SiH](CC)CC, [Cl-], [Na+], [Na+], O=C([O-])[O-], CN(C)C=O. Yields the product CC(NS(C)(=O)=O)c1ccc(C=O)cc1. RXN SMILES: [Br:1][c:2]1[cH:3][cH:4][c:5]([CH:8]([CH3:9])[NH:10][S:11](=[O:12])(=[O:13])[CH3:14])[cH:6][cH:7]1.[C:29]=[O:30].[CH2:22]([SiH:23]([CH2:24][CH3:25])[CH2:26][CH3:27])[CH3:28].[Cl-:15].[Na+:16].[Na+:17].[O-:18][C:19](=[O:20])[O-:21].[O:31]=[CH:32][N:33]([CH3:34])[CH3:35]>>[c:2]1([CH:19]=[O:18])[cH:3][cH:4][c:5]([CH:8]([CH3:9])[NH:10][S:11](=[O:12])(=[O:13])[CH3:14])[cH:6][cH:7]1. Isolated yield 58.4%. The reactants are C1(=CC=CC=C1)C1=CC=CC(=N1)C=O (6-phenylpicolinaldehyde), N[C@H](C(C)C)CO (D-valinol), C(#N)[BH3-] (cyanoborohydride), C(C)(=O)O (acetic acid). Reaction conditions: time 5 minute. Procedure: To a solution of 6-phenylpicolinaldehyde (Tetrahedron Lett. 2010, 51, 5621-5623; 0.391 g, 2.133 mmol) in methanol (4 mL) at ambient temperature was added D-valinol (0.22 mL, 1.9 mmol) followed by acetic acid (0.4 mL, 8 mmol). After 5 min, MP-cyanoborohydride (2.5 mmol/g, 500 mg) was added and stirring continued overnight. The mixture was filtered and the filtrate partitioned between 1N NaOH and CH2Cl2. The organic phase extracted with 1N aqueous HCl. The organic layer was discarded and the aqueo... Yields the product CC([C@H](CO)NCC1=NC(=CC=C1)C1=CC=CC=C1)C ((2R)-3-methyl-2-{[(6-phenylpyridin-2-yl)methyl]amino}butan-1-ol). As a reaction SMILES: [C:1]1([C:7]2[N:12]=[C:11]([CH:13]=O)[CH:10]=[CH:9][CH:8]=2)[CH:6]=[CH:5][CH:4]=[CH:3][CH:2]=1.[NH2:15][C@@H:16]([CH2:20][OH:21])[CH:17]([CH3:19])[CH3:18].C(O)(=O)C.C([BH3-])#N>CO>[CH3:18][CH:17]([CH3:19])[C@@H:16]([NH:15][CH2:13][C:11]1[CH:10]=[CH:9][CH:8]=[C:7]([C:1]2[CH:2]=[CH:3][CH:4]=[CH:5][CH:6]=2)[N:12]=1)[CH2:20][OH:21]. The solvent is CO (methanol). The reactants are O=C([O-])[O-], CO, COC(OC)OC, ClCCl, Cl, Cl, [K+], [K+], O=Cc1ccc(OCCN2CCOCC2)c([N+](=O)[O-])c1. The product is COC(OC)c1ccc(OCCN2CCOCC2)c([N+](=O)[O-])c1. Reaction SMILES: [C:30](=[O:31])([O-:32])[O-:33].[CH3:39][OH:40].[CH:22]([O:23][CH3:24])([O:25][CH3:26])[O:27][CH3:28].[Cl:36][CH2:37][Cl:38].[ClH:1].[ClH:29].[K+:34].[K+:35].[O:2]1[CH2:3][CH2:4][N:5]([CH2:8][CH2:9][O:10][c:11]2[c:12]([N+:19](=[O:20])[O-:21])[cH:13][c:14]([CH:15]=[O:16])[cH:17][cH:18]2)[CH2:6][CH2:7]1>>[O:2]1[CH2:3][CH2:4][N:5]([CH2:8][CH2:9][O:10][c:11]2[c:12]([N+:19](=[O:20])[O-:21])[cH:13][c:14]([CH:22]([O:25][CH3:26])[O:27][CH3:28])[cH:17][cH:18]2)[CH2:6][CH2:7]1. Reactants: NC1=CC(=NC2=CC=C(C=C12)N)C (4,6-Diamino-2-methyl-quinoline), FC(C1=C(C=CC(=O)Cl)C=CC=C1)(F)F (2-(trifluoro-methyl)cinnamoyl chloride), C(C)OCC (diethyl ether). Run in C(C)(=O)O (acetic acid), C(C)(=O)O (acetic acid). Conditions: time 1 hour. The product is NC1=CC(=NC2=CC=C(C=C12)NC(C=CC1=C(C=CC=C1)C(F)(F)F)=O)C (4-Amino-6-(2'-trifluoromethyl-cinnamoyl)amino-2-methyl-quinoline). Isolated yield 63.4%. Reaction SMILES: [NH2:1][C:2]1[C:11]2[C:6](=[CH:7][CH:8]=[C:9]([NH2:12])[CH:10]=2)[N:5]=[C:4]([CH3:13])[CH:3]=1.[F:14][C:15]([F:28])([F:27])[C:16]1[CH:26]=[CH:25][CH:24]=[CH:23][C:17]=1[CH:18]=[CH:19][C:20](Cl)=[O:21].C(OCC)C>C(O)(=O)C>[NH2:1][C:2]1[C:11]2[C:6](=[CH:7][CH:8]=[C:9]([NH:12][C:20](=[O:21])[CH:19]=[CH:18][C:17]3[CH:23]=[CH:24][CH:25]=[CH:26][C:16]=3[C:15]([F:27])([F:28])[F:14])[CH:10]=2)[N:5]=[C:4]([CH3:13])[CH:3]=1. Procedure details: 4,6-Diamino-2-methyl-quinoline (0.5 g, 2.9 mmol) was placed in an oven-dried 100-mL three-necked flask under nitrogen followed by 3 mL of glacial acetic acid. A solution of 2-(trifluoro-methyl)cinnamoyl chloride (0.68 g, 2.89 mmol) in 1 mL of glacial acetic acid was added dropwise over a 2 min period to this mixture. A heavy precipitate resulted. The mixture was stirred at room temperature for 1 hr, diethyl ether (25 mL) added, and the hydrochloride salt filtered, washed with ether, and dried at... Reactants: [O-]C#N.[K+] (potassium cyanate), C(C)(C)N1N=C(N=C1C=1SC=2CCOC3=C(C2N1)C=CC(=C3)CN)C (C-[2-(2-Isopropyl-5-methyl-2H-[1,2,4]triazol-3-yl)-4,5-dihydro-6-oxa-3-thia-1-aza-benzo[e]azulen-8-yl]-methylamine). The solvent is C(C)(=O)O (acetic acid), O (water). The product is C(C)(C)N1N=C(N=C1C=1SC=2CCOC3=C(C2N1)C=CC(=C3)CNC(=O)N)C ({1-[2-(2-Isopropyl-5-methyl-2H-[1,2,4]triazol-3-yl)-4,5-dihydro-6-oxa-3-thia-1-aza-benzo[e]azulen-8-yl]-methyl}-urea). As a reaction SMILES: [CH:1]([N:4]1[C:8]([C:9]2[S:10][C:11]3[CH2:12][CH2:13][O:14][C:15]4[CH:22]=[C:21]([CH2:23][NH2:24])[CH:20]=[CH:19][C:16]=4[C:17]=3[N:18]=2)=[N:7][C:6]([CH3:25])=[N:5]1)([CH3:3])[CH3:2].[O-:26][C:27]#[N:28].[K+]>C(O)(=O)C.O>[CH:1]([N:4]1[C:8]([C:9]2[S:10][C:11]3[CH2:12][CH2:13][O:14][C:15]4[CH:22]=[C:21]([CH2:23][NH:24][C:27]([NH2:28])=[O:26])[CH:20]=[CH:19][C:16]=4[C:17]=3[N:18]=2)=[N:7][C:6]([CH3:25])=[N:5]1)([CH3:3])[CH3:2] |f:1.2|. Procedure details: Following the procedures for 542, C-[2-(2-Isopropyl-5-methyl-2H-[1,2,4]triazol-3-yl)-4,5-dihydro-6-oxa-3-thia-1-aza-benzo[e]azulen-8-yl]-methylamine 532 was reacted with potassium cyanate in acetic acid and water to give 524. MS(ESI+) 399.1. 1H NMR (400 MHz, DMSO) δ 8.27 (d, J=8.2 Hz, 1H), 7.07 (dd, J=8.2, 1.3 Hz, 1H), 6.95 (br, 1H), 6.44 (t, J=6.1 Hz, 1H), 5.83-5.68 (m, 1H), 5.54 (s, 2H), 4.35 (t, J=5.0 Hz, 2H), 4.18 (d, J=6.1 Hz, 2H), 3.42 (t, J=5.0 Hz, 2H), 2.32 (s, 3H), 1.52 (d, J=6.6 Hz, 6H... Starting materials: CC=1C=C(C=CC1)C1=CC(NC=C1C1=CC=NC=C1)=O (4-(3-methylphenyl)-5-(4-pyridyl)-1H-pyrid-one), OC1C(C(=CC(N1)=O)C=1C=C(C=CC1)C)C1=CC=NC=C1 (6-hydroxy-4-m-tolyl-5,6-dihydro-1H-[5,4′]bipyridinyl-2-one), OS(=O)(=O)O (H2SO4). The solvent is C(Cl)(Cl)Cl (CHCl3). Reaction conditions: temperature 55 celsius. Yields the product C1(=CC=CC=C1)CCCNC1=NC=C(C(=C1)C1=CC(=CC=C1)C)C1=CC=NC=C1 (2-(3-phenylpropylamino)-4-(3-methylphenyl)-5-(4-pyridyl)pyridine). Reaction SMILES: [CH3:1][C:2]1[CH:3]=[C:4]([C:8]2[C:13]([C:14]3[CH:19]=[CH:18][N:17]=[CH:16][CH:15]=3)=[CH:12][NH:11][C:10](=O)[CH:9]=2)[CH:5]=[CH:6][CH:7]=1.OC1[NH:27][C:26](=O)[CH:25]=[C:24]([C:29]2[CH:30]=[C:31](C)[CH:32]=[CH:33][CH:34]=2)C1C1C=CN=CC=1.OS(O)(=O)=O>C(Cl)(Cl)Cl>[C:29]1([CH2:24][CH2:25][CH2:26][NH:27][C:10]2[CH:9]=[C:8]([C:4]3[CH:5]=[CH:6][CH:7]=[C:2]([CH3:1])[CH:3]=3)[C:13]([C:14]3[CH:19]=[CH:18][N:17]=[CH:16][CH:15]=3)=[CH:12][N:11]=2)[CH:30]=[CH:31][CH:32]=[CH:33][CH:34]=1. Procedure: Preparation of 4-(3-methylphenyl)-5-(4-pyridyl)-1H-pyrid-one To a solution of 6-hydroxy-4-m-tolyl-5,6-dihydro-1H-[5,4′]bipyridinyl-2-one (83 mg, 0.29 mmole) in CHCl3 (3 mL) at r.t. was added 2 ml of conc. H2SO4. The resulting mixture was heated to 55° C. for 2 hr. The mixture was cooled down to r.t. and was carefully quenched with aqueous sodium carbonate. Standard work up (extraction of compound with methylene chloride), followed by purification (silica gel, methanol/methylene chloride) gave th... The reactants are Nc1n[nH]c2cccc(F)c12, Nc1cc[nH]n1, C1CCOC1, O=C1Nc2ccccc2C1=CO. Yields the product O=C1Nc2ccccc2C1=CNc1n[nH]c2cccc(F)c12. RXN SMILES: [F:19][c:20]1[c:21]2[c:22]([NH2:29])[n:23][nH:24][c:25]2[cH:26][cH:27][cH:28]1.[NH2:1][c:2]1[cH:3][cH:4][nH:5][n:6]1.[O:30]1[CH2:31][CH2:32][CH2:33][CH2:34]1.[OH:7][CH:8]=[C:9]1[C:10](=[O:18])[NH:11][c:12]2[cH:13][cH:14][cH:15][cH:16][c:17]21>>[CH:8](=[C:9]1[C:10](=[O:18])[NH:11][c:12]2[cH:13][cH:14][cH:15][cH:16][c:17]21)[NH:29][c:22]1[c:21]2[c:20]([F:19])[cH:28][cH:27][cH:26][c:25]2[nH:24][n:23]1.